This data is from the Open Reaction Database (ORD), a public repository of structured organic reaction records. The task is: describe an organic reaction: reactants, conditions, products, and yield Starting materials: CCOC(C)=O, CCN(C(C)C)C(C)C, O=C(Cl)CCl, ClCCl, COc1cc(C2C(C#N)=C(N)Oc3cc(N)ccc32)cc(Br)c1OC, O. Product: COc1cc(C2C(C#N)=C(N)Oc3cc(NC(=O)CCl)ccc32)cc(Br)c1OC. As a reaction SMILES: [CH3:44][CH2:45][O:46][C:47](=[O:48])[CH3:49].[CH:26]([N:27]([CH2:28][CH3:29])[CH:30]([CH3:31])[CH3:32])([CH3:33])[CH3:34].[Cl:35][CH2:36][C:37](=[O:38])[Cl:39].[Cl:40][CH2:41][Cl:42].[NH2:1][C:2]1=[C:11]([C:12]#[N:13])[CH:10]([c:14]2[cH:15][c:16]([Br:24])[c:17]([O:22][CH3:23])[c:18]([O:20][CH3:21])[cH:19]2)[c:9]2[c:4]([cH:5][c:6]([NH2:25])[cH:7][cH:8]2)[O:3]1.[OH2:43]>>[NH2:1][C:2]1=[C:11]([C:12]#[N:13])[CH:10]([c:14]2[cH:15][c:16]([Br:24])[c:17]([O:22][CH3:23])[c:18]([O:20][CH3:21])[cH:19]2)[c:9]2[c:4]([cH:5][c:6]([NH:25][C:37]([CH2:36][Cl:35])=[O:38])[cH:7][cH:8]2)[O:3]1. Starting materials: CC1(C(NC=CC1=O)=O)C (3,3-dimethylpyridine-2,4(1H,3H)-dione), FC=1C=C(C=C(C1)F)[Mg]Br (3,5-difluorophenylmagnesium bromide), solution. The solvent is C1=CC=CC=C1 (benzene), C1CCOC1 (THF). Product: FC=1C=C(C=C(C1)F)C1CC(C(C(N1)=O)(C)C)=O (6-(3,5-Difluorophenyl)-3,3-dimethylpiperidine-2,4-dione). RXN SMILES: [CH3:1][C:2]1([CH3:10])[C:7](=[O:8])[CH:6]=[CH:5][NH:4][C:3]1=[O:9].[F:11][C:12]1[CH:13]=[C:14]([Mg]Br)[CH:15]=[C:16]([F:18])[CH:17]=1>C1C=CC=CC=1.C1COCC1>[F:11][C:12]1[CH:13]=[C:14]([CH:5]2[NH:4][C:3](=[O:9])[C:2]([CH3:10])([CH3:1])[C:7](=[O:8])[CH2:6]2)[CH:15]=[C:16]([F:18])[CH:17]=1. Procedure: To a solution of 3,3-dimethylpyridine-2,4(1H,3H)-dione (978 mg, 7.03 mmol) [U.S. Pat. No. 2,525,231] in benzene (10 mL) was added 3,5-difluorophenylmagnesium bromide (50 mL of a 0.5 M solution in THF, 25 mmol) and the resulting mixture was heated to reflux for 1.5 h. The mixture was cooled, quenched with 1 N aqueous HCl (10 mL), made basic with saturated NaHCO3 solution (100 mL) and extracted with EtOAc (2×150 mL). The combined organic layers were washed with H2O (50 mL), then brine (50 mL), and... The reactants are N1C=CC2=CC=CC=C12 (indole), [OH-].[K+] (potassium hydroxide), COC1C(CCCC1)=O (2-Methoxy-cyclohexanone). Run in CO (MeOH). Product: COC1CCCC=C1C1=CNC2=CC=CC=C12 (3-(6-Methoxy-cyclohex-1-enyl)-1H-indole). The yield is 29.9%. Reaction SMILES: [NH:1]1[C:9]2[C:4](=[CH:5][CH:6]=[CH:7][CH:8]=2)[CH:3]=[CH:2]1.[OH-].[K+].[CH3:12][O:13][CH:14]1[CH2:19][CH2:18][CH2:17][CH2:16][C:15]1=O>CO>[CH3:12][O:13][CH:14]1[C:15]([C:3]2[C:4]3[C:9](=[CH:8][CH:7]=[CH:6][CH:5]=3)[NH:1][CH:2]=2)=[CH:16][CH2:17][CH2:18][CH2:19]1 |f:1.2|. Reported procedure: Add 5 ml dry MeOH to a flask under N2 containing indole (1 g, 8.5 mmol, 8.5 eq) and potassium hydroxide (202 mg, 3.59 mmol, 1 eq). Add to this solution 2-Methoxy-cyclohexanone (834 mg, 6.5 mmol, 6.5 eq). Heat reaction to 63° C. for 18 hours. Cool reaction and purify crude material by silica gel chromatography to give 442 mg (30% yield) of 3-(6-Methoxy-cyclohex-1-enyl)-1H-indole as a waxy yellow solid. Mass Spectrum (m/e): 228.02 (MH+). The product is NC1=CC=C(CN(C(=O)N)OCC2=CC=CC=C2)C=C1 (1-(4-aminobenzyl)-1-benzyloxyurea). The reagents and catalysts are [C].[Pd] (Palladium carbon). As a reaction SMILES: [CH2:1]([O:8][N:9]([CH2:13][C:14]1[CH:19]=[CH:18][C:17]([N+:20]([O-])=O)=[CH:16][CH:15]=1)[C:10]([NH2:12])=[O:11])[C:2]1[CH:7]=[CH:6][CH:5]=[CH:4][CH:3]=1.[H][H]>[C].[Pd].C(OCC)(=O)C>[NH2:20][C:17]1[CH:16]=[CH:15][C:14]([CH2:13][N:9]([O:8][CH2:1][C:2]2[CH:3]=[CH:4][CH:5]=[CH:6][CH:7]=2)[C:10]([NH2:12])=[O:11])=[CH:19][CH:18]=1 |f:2.3|. The solvent is C(C)(=O)OCC (ethyl acetate). Reported procedure: 10% Palladium carbon (0.3 g) was added to 80 ml of ethyl acetate solution containing 4.76 g of 1-benzyloxy-1-(4-nitrobenzyl)urea. The reaction mixture was stirred overnight under normal pressure in an atmosphere of hydrogen, and then insoluble materials were removed by filtration. After evaporating the solvent under a reduced pressure, the resulting residue was purified by silica gel column chromatography (eluant: chloroform:methanol=10:1) to obtain 1.82 g of 1-(4-aminobenzyl)-1-benzyloxyurea. The reactants are C(C1=CC=CC=C1)ON(C(=O)N)CC1=CC=C(C=C1)[N+](=O)[O-] (1-benzyloxy-1-(4-nitrobenzyl)urea), [H][H] (hydrogen). The yield is 42.5%. Reactants: C(C)(C)(C)C1=NC2=C(N1CC1CCOCC1)C=CC(=C2)S(=O)(=O)CC (2-tert-Butyl-5-(ethylsulfonyl)-1-(tetrahydro-2H-pyran-4-ylmethyl)-1H-benzimidazole), Cl (hydrogen chloride). Solvent: C(C)(=O)OCC (ethyl acetate), C(C)(=O)OCC (ethyl acetate). The product is Cl.C(C)(C)(C)C1=NC2=C(N1CC1CCOCC1)C=CC(=C2)S(=O)(=O)CC (2-tert-Butyl-5-(ethylsulfonyl)-1-(tetrahydro-2H-pyran-4-ylmethyl)-1H-benzimidazole hydrochloride). The yield is 74.0%. Reaction SMILES: [C:1]([C:5]1[N:9]([CH2:10][CH:11]2[CH2:16][CH2:15][O:14][CH2:13][CH2:12]2)[C:8]2[CH:17]=[CH:18][C:19]([S:21]([CH2:24][CH3:25])(=[O:23])=[O:22])=[CH:20][C:7]=2[N:6]=1)([CH3:4])([CH3:3])[CH3:2].[ClH:26]>C(OCC)(=O)C>[ClH:26].[C:1]([C:5]1[N:9]([CH2:10][CH:11]2[CH2:12][CH2:13][O:14][CH2:15][CH2:16]2)[C:8]2[CH:17]=[CH:18][C:19]([S:21]([CH2:24][CH3:25])(=[O:23])=[O:22])=[CH:20][C:7]=2[N:6]=1)([CH3:4])([CH3:2])[CH3:3] |f:3.4|. Procedure: To a solution of 2-tert-butyl-5-(ethylsulfonyl)-1-(tetrahydro-2H-pyran-4-ylmethyl)-1H-benzimidazole (Step A, 113 mg, 0.31 mmol) in ethyl acetate (3 mL) was added 4 N hydrogen chloride in ethyl acetate (1 mL). The mixture was concentrated and the residue was recrystalized from ethyl acetate and methanol to afford the title compound (92.5 mg, 0.23 mmol, 74%) as a white solid.